This data is from the Open Reaction Database (ORD), a public repository of structured organic reaction records. The task is: describe an organic reaction: reactants, conditions, products, and yield The reactants are CC(=O)O[BH-](OC(C)=O)OC(C)=O, ClCCl, O=C1CCN(Cc2ccccc2)CC1, Cl, NCCCO, [Na+], [Na+], [OH-]. The product is OCCCNC1CCN(Cc2ccccc2)CC1. As a reaction SMILES: [C:20]([O:21][BH-:22]([O:23][C:24](=[O:25])[CH3:26])[O:27][C:28](=[O:29])[CH3:30])(=[O:31])[CH3:32].[CH2:37]([Cl:38])[Cl:39].[CH2:6]([c:7]1[cH:8][cH:9][cH:10][cH:11][cH:12]1)[N:13]1[CH2:14][CH2:15][C:16](=[O:19])[CH2:17][CH2:18]1.[ClH:34].[NH2:1][CH2:2][CH2:3][CH2:4][OH:5].[Na+:33].[Na+:36].[OH-:35]>>[NH:1]([CH2:2][CH2:3][CH2:4][OH:5])[CH:16]1[CH2:15][CH2:14][N:13]([CH2:6][c:7]2[cH:8][cH:9][cH:10][cH:11][cH:12]2)[CH2:18][CH2:17]1. The reactants are C#Cc1cccnc1, ClCCl, [Ca+2], O=C(OO)c1cccc(Cl)c1, [OH-], [OH-]. The product is C#Cc1ccc[n+]([O-])c1. Reaction SMILES: [C:1](#[CH:2])[c:3]1[cH:4][n:5][cH:6][cH:7][cH:8]1.[CH2:23]([Cl:24])[Cl:25].[Ca+2:21].[Cl:9][c:10]1[cH:11][c:12]([C:17](=[O:14])[O:18][OH:19])[cH:13][cH:15][cH:16]1.[OH-:20].[OH-:22]>>[C:1](#[CH:2])[c:3]1[cH:4][n+:5]([O-:14])[cH:6][cH:7][cH:8]1.